From a dataset of the Open Reaction Database (ORD), a public repository of structured organic reaction records. describe an organic reaction: reactants, conditions, products, and yield Starting materials: NC1=CC=C(OC2=CC=NC3=CC(=C(C=C23)C#N)OCCOC)C=C1 (4-(4-Aminophenoxy)-6-cyano-7-(2-methoxyethoxy)quinoline), C1(=CC=CC=C1)N=C=O (phenyl isocyanate). The solvent is C1(=CC=CC=C1)C (toluene). The product is C(#N)C=1C=C2C(=CC=NC2=CC1OCCOC)OC1=CC=C(C=C1)NC(=O)NC1=CC=CC=C1 (N-(4-(6-Cyano-7-(2-methoxyethoxy)-4-quinolyl)oxyphenyl)-N′-phenylurea). Reaction SMILES: [NH2:1][C:2]1[CH:25]=[CH:24][C:5]([O:6][C:7]2[C:16]3[C:11](=[CH:12][C:13]([O:19][CH2:20][CH2:21][O:22][CH3:23])=[C:14]([C:17]#[N:18])[CH:15]=3)[N:10]=[CH:9][CH:8]=2)=[CH:4][CH:3]=1.[C:26]1([N:32]=[C:33]=[O:34])[CH:31]=[CH:30][CH:29]=[CH:28][CH:27]=1>C1(C)C=CC=CC=1>[C:17]([C:14]1[CH:15]=[C:16]2[C:11](=[CH:12][C:13]=1[O:19][CH2:20][CH2:21][O:22][CH3:23])[N:10]=[CH:9][CH:8]=[C:7]2[O:6][C:5]1[CH:4]=[CH:3][C:2]([NH:1][C:33]([NH:32][C:26]2[CH:31]=[CH:30][CH:29]=[CH:28][CH:27]=2)=[O:34])=[CH:25][CH:24]=1)#[N:18]. Procedure details: 4-(4-Aminophenoxy)-6-cyano-7-(2-methoxyethoxy)quinoline (600 mg) was suspended in toluene (15 ml), and the suspension was heated to reflux for dissolution, after which phenyl isocyanate (292 μl) was added dropwise and the mixture was heated to reflux for 30 minutes. After cooling, the precipitated solid was filtered out, washed with ether and ethyl acetate and dried to obtain 760 mg of the title compound. Starting materials: C(#N)C1=CC=C(C=C1)NC(=S)N (N-(4-cyanophenyl)thiourea), ClCC(=O)CCl (1,3-dichloroacetone), NC1=NC(=C(C(=C1C#N)C1=CC=C(C=C1)OCCN(C)C)C#N)S (2-Amino-4-{4-[2-(dimethylamino)ethoxy]phenyl}-6-mercaptopyridine-3,5-dicarbonitrile), C([O-])(O)=O.[Na+] (sodium bicarbonate). Solvent: CN(C)C=O (DMF), CN(C)C=O (DMF). Conditions: time 12 hour. Yields the product NC1=NC(=C(C(=C1C#N)C1=CC=C(C=C1)OCCN(C)C)C#N)SCC=1N=C(SC1)NC1=CC=C(C=C1)C#N (2-Amino-6-[({2-[(4-cyanophenyl)amino]-1,3-thiazol-4-yl}methyl)thio]-4-{4-[2-(dimethylamino)-ethoxy]phenyl}pyridine-3,5-dicarbonitrile). RXN SMILES: [C:1]([C:3]1[CH:8]=[CH:7][C:6]([NH:9][C:10]([NH2:12])=[S:11])=[CH:5][CH:4]=1)#[N:2].Cl[CH2:14][C:15]([CH2:17]Cl)=O.[NH2:19][C:20]1[C:25]([C:26]#[N:27])=[C:24]([C:28]2[CH:33]=[CH:32][C:31]([O:34][CH2:35][CH2:36][N:37]([CH3:39])[CH3:38])=[CH:30][CH:29]=2)[C:23]([C:40]#[N:41])=[C:22]([SH:42])[N:21]=1.C(=O)(O)[O-].[Na+]>CN(C=O)C>[NH2:19][C:20]1[C:25]([C:26]#[N:27])=[C:24]([C:28]2[CH:29]=[CH:30][C:31]([O:34][CH2:35][CH2:36][N:37]([CH3:39])[CH3:38])=[CH:32][CH:33]=2)[C:23]([C:40]#[N:41])=[C:22]([S:42][CH2:17][C:15]2[N:12]=[C:10]([NH:9][C:6]3[CH:5]=[CH:4][C:3]([C:1]#[N:2])=[CH:8][CH:7]=3)[S:11][CH:14]=2)[N:21]=1 |f:3.4|. Procedure: A solution of 26.6 mg (0.15 mmol) of N-(4-cyanophenyl)thiourea and 19 mg (0.15 mmol) of 1,3-dichloroacetone in 0.4 ml of DMF is stirred at +80° C. for 3 h. After cooling to RT, a solution of 50.9 mg (0.15 mmol) of the compound from Example 34A in 0.2 ml of DMF and 50 mg (0.6 mmol) of sodium bicarbonate are added. The mixture is then stirred at RT for 12 h. The reaction mixture is filtered and purified directly by preparative HPLC (column: Macherey Nagel VP50/21 Nucleosil 100-5 C18 Nautilus, 5 μm... The reactants are ClC1=CC=C(OCC=2N(C3=CC=CC=C3C2C=CC(=O)OC)C)C=C1 (2-[(4-chlorophenoxy)methyl]-1-methyl-3-[2-(methoxycarbonyl)ethenyl]-1H-indole). Reagents/catalysts: [Pd] (palladium on activated carbon). Solvent: CN(C=O)C (N,N-dimethylformamide). Reaction conditions: time 2 hour. Yields the product ClC1=CC=C(OCC=2N(C3=CC=CC=C3C2CCC(=O)OC)C)C=C1 (2-[(4-chlorophenoxy)methyl]-1-methyl-3-[2-(methoxycarbonyl)ethyl] -1H-indole). RXN SMILES: [Cl:1][C:2]1[CH:25]=[CH:24][C:5]([O:6][CH2:7][C:8]2[N:9]([CH3:23])[C:10]3[C:15]([C:16]=2[CH:17]=[CH:18][C:19]([O:21][CH3:22])=[O:20])=[CH:14][CH:13]=[CH:12][CH:11]=3)=[CH:4][CH:3]=1>[Pd].CN(C)C=O>[Cl:1][C:2]1[CH:25]=[CH:24][C:5]([O:6][CH2:7][C:8]2[N:9]([CH3:23])[C:10]3[C:15]([C:16]=2[CH2:17][CH2:18][C:19]([O:21][CH3:22])=[O:20])=[CH:14][CH:13]=[CH:12][CH:11]=3)=[CH:4][CH:3]=1. Reported procedure: A round bottom flask was charged with 10% palladium on activated carbon (0.150 g), 20 ml of N,N-dimethylformamide and 2-[(4-chlorophenoxy)methyl]-1-methyl-3-[2-(methoxycarbonyl)ethenyl]-1H-indole (1.44 g, 4.22 mmol). The reaction vessel was then placed under a hydrogen atomsphere for two hours. The reaction mixture was then passed through a CELITE™ pad and then partitioned between water and methylene chloride. The aqueous fraction was extracted twice with methylene chloride. The organic fraction... Starting materials: BrCc1ccccc1, O=C([O-])[O-], CCCC1CCC(c2ccc(O)c(N)c2)CC1, CN(C)C=O, [K+], [K+], O. The product is CCCC1CCC(c2ccc(OCc3ccccc3)c(N)c2)CC1. As a reaction SMILES: [Br:24][CH2:25][c:26]1[cH:27][cH:28][cH:29][cH:30][cH:31]1.[C:18](=[O:19])([O-:20])[O-:21].[CH2:1]([CH2:2][CH3:3])[CH:4]1[CH2:5][CH2:6][CH:7]([c:10]2[cH:11][c:12]([NH2:17])[c:13]([OH:16])[cH:14][cH:15]2)[CH2:8][CH2:9]1.[CH3:33][N:34]([CH3:35])[CH:36]=[O:37].[K+:22].[K+:23].[OH2:32]>>[CH2:1]([CH2:2][CH3:3])[CH:4]1[CH2:5][CH2:6][CH:7]([c:10]2[cH:11][c:12]([NH2:17])[c:13]([O:16][CH2:25][c:26]3[cH:27][cH:28][cH:29][cH:30][cH:31]3)[cH:14][cH:15]2)[CH2:8][CH2:9]1. The solvent is C1(=CC=CC=C1)C (toluene). As a reaction SMILES: [OH:1][C:2]1[CH:7]=[CH:6][C:5]([CH2:8][CH:9]([O:15][C:16]2[CH:21]=[CH:20][CH:19]=[CH:18][CH:17]=2)[C:10]([O:12][CH2:13][CH3:14])=[O:11])=[CH:4][C:3]=1[N+:22]([O-:24])=[O:23].O[CH2:26][CH2:27][NH:28][C:29](=[O:35])[O:30][C:31]([CH3:34])([CH3:33])[CH3:32].C1(P(C2C=CC=CC=2)C2C=CC=CC=2)C=CC=CC=1.CCOC(/N=N/C(OCC)=O)=O>C1(C)C=CC=CC=1>[C:31]([O:30][C:29]([NH:28][CH2:27][CH2:26][O:1][C:2]1[CH:7]=[CH:6][C:5]([CH2:8][CH:9]([O:15][C:16]2[CH:17]=[CH:18][CH:19]=[CH:20][CH:21]=2)[C:10]([O:12][CH2:13][CH3:14])=[O:11])=[CH:4][C:3]=1[N+:22]([O-:24])=[O:23])=[O:35])([CH3:34])([CH3:33])[CH3:32]. The reactants are OC1=C(C=C(C=C1)CC(C(=O)OCC)OC1=CC=CC=C1)[N+](=O)[O-] (ethyl 3-(4-hydroxy-3-nitrophenyl)-2-phenoxypropionate), OCCNC(OC(C)(C)C)=O (t-butyl 2-hydroxyethylcarbamate), C1(=CC=CC=C1)P(C1=CC=CC=C1)C1=CC=CC=C1 (triphenylphosphine), CCOC(=O)/N=N/C(=O)OCC (diethylazodicarboxylate). The product is C(C)(C)(C)OC(=O)NCCOC1=C(C=C(C=C1)CC(C(=O)OCC)OC1=CC=CC=C1)[N+](=O)[O-] (Ethyl 3-[4-(2-t-butoxycarbonylaminoethoxy)-3-nitrophenyl]-2-phenoxypropionate). The yield is 90.3%. Procedure details: In a similar manner to that described in Example 122, a reaction was carried out using ethyl 3-(4-hydroxy-3-nitrophenyl)-2-phenoxypropionate (270 mg), which is the product of Reference example 53(a), t-butyl 2-hydroxyethylcarbamate (322 mg), triphenylphosphine (535 mg) and a solution of diethylazodicarboxylate in toluene (40%, 0.93 ml) and the reaction mixture was treated to afford the desired compound (349 mg) as a colorless oil. Reactants: C1CCOC1, COCc1cccc2c1C(C(=O)O)c1ccccc1-2. Yields the product COCc1cccc2c1C(CO)c1ccccc1-2. Reaction SMILES: [CH2:20]1[O:21][CH2:22][CH2:23][CH2:24]1.[CH3:1][O:2][CH2:3][c:4]1[cH:5][cH:6][cH:7][c:8]2[c:16]1[CH:15]([C:17](=[O:18])[OH:19])[c:14]1[c:9]-2[cH:10][cH:11][cH:12][cH:13]1>>[CH3:1][O:2][CH2:3][c:4]1[cH:5][cH:6][cH:7][c:8]2[c:16]1[CH:15]([CH2:17][OH:18])[c:14]1[c:9]-2[cH:10][cH:11][cH:12][cH:13]1. The reactants are anhydride, C1CCC(CC1)N=C=NC2CCCCC2 (DCC), C(CCC)(=O)O (butyric acid), C(C)(C)(C)OC(=O)N[C@@H](C(C)C)C(=O)OCC[C@H](CN1C=2N=C(NC(C2N=C1)=O)N)CO ((R)-9-[4-(N-tert-Butoxycarbonyl-L-valyloxy)-2-hydroxymethylbutyl]guanine), anhydride. Solvent: ClCCl (dichloromethane). Run at time 120 hour. The product is C(CCC)OC(=O)N[C@@H](C(C)C)C(=O)OCC[C@H](CN1C=2N=C(NC(C2N=C1)=O)N)COC(CCC)=O ((R)-9-[4-(N-Butoxycarbonyl-L-valyloxy)-2-(butyryloxymethyl)butyl]guanine). Isolated yield 34.4%. RXN SMILES: [CH2:1]1CCC(N=C=NC2CCCCC2)C[CH2:2]1.[C:16]([OH:21])(=O)[CH2:17][CH2:18][CH3:19].[C:22]([O:26][C:27]([NH:29][C@H:30]([C:34]([O:36][CH2:37][CH2:38][C@@H:39]([CH2:52][OH:53])[CH2:40][N:41]1[CH:49]=[N:48][C:47]2[C:46](=[O:50])[NH:45][C:44]([NH2:51])=[N:43][C:42]1=2)=[O:35])[CH:31]([CH3:33])[CH3:32])=[O:28])(C)([CH3:24])C>ClCCl>[CH2:22]([O:26][C:27]([NH:29][C@H:30]([C:34]([O:36][CH2:37][CH2:38][C@@H:39]([CH2:52][O:53][C:16](=[O:21])[CH2:17][CH2:18][CH3:19])[CH2:40][N:41]1[CH:49]=[N:48][C:47]2[C:46](=[O:50])[NH:45][C:44]([NH2:51])=[N:43][C:42]1=2)=[O:35])[CH:31]([CH3:32])[CH3:33])=[O:28])[CH2:24][CH2:1][CH3:2]. Reported procedure: DCC (110 mg, 0.53 mmol) was dissolved in dichloromethane (10 ml) and butyric acid (82 mg, 0.93 mmol) was added. After 4 hours at room temperature the mixture was filtered and the filtrate was evaporated. The residue was dissolved in pyridine (5 ml) and (R)-9-[4-(N-tert-Butoxycarbonyl-L-valyloxy)-2-hydroxymethylbutyl]guanine (200 mg, 0.44 mmol) (Example 1, step a) was added. The mixture was stirred for 120 hours at room temperature. According to TLC the reaction was incomplete and more anhydride ...